From a dataset of the Open Reaction Database (ORD), a public repository of structured organic reaction records. describe an organic reaction: reactants, conditions, products, and yield Run in C(OC)COC (dimethoxyethane). Reaction conditions: time 10 minute. The reactants are BrC=1C=NC=CC1 (3-bromopyridine), tetrakis(triphenylphosphine), S1C(=CC=C1)B(O)O (2-Thiophene boronic acid), C([O-])([O-])=O.[Na+].[Na+] (sodium carbonate). Procedure details: A mixture of 3-bromopyridine (1.30 mL, 13.5 mmol) and tetrakis(triphenylphosphine) (0.468 g, 0.41 mmol) in 40 mL of dimethoxyethane is stirred under nitrogen at room temperature for 10 min. 2-Thiophene boronic acid (1.90 g, 14.8 mmol) and 20 mL of 1N sodium carbonate are added and the resulting mixture is refluxed overnight. The solution is cooled to room temperature and filtered through Celite. The filtrated is extracted with ether (2×30 mL). The combined organic layers are dried over MgSO4, fi... Reaction SMILES: Br[C:2]1[CH:3]=[N:4][CH:5]=[CH:6][CH:7]=1.[S:8]1[CH:12]=[CH:11][CH:10]=[C:9]1B(O)O.C(=O)([O-])[O-].[Na+].[Na+]>C(COC)OC>[S:8]1[CH:12]=[CH:11][CH:10]=[C:9]1[C:2]1[CH:3]=[N:4][CH:5]=[CH:6][CH:7]=1 |f:2.3.4|. Isolated yield 16.3%. Yields the product S1C(=CC=C1)C=1C=NC=CC1 (3-Thiophene-2-yl-pyridine).